This data is from the Open Reaction Database (ORD), a public repository of structured organic reaction records. The task is: describe an organic reaction: reactants, conditions, products, and yield The reactants are BrC1=CC2=C(N(S(N2C)(=O)=O)CC2C(C2)(F)F)C=C1 (5-bromo-1-[(2,2-difluorocyclopropyl)methyl]-3-methyl-1,3-dihydro-2,1,3-benzothiadiazole 2,2-dioxide), FC1=C(C=C(C=C1)C(=O)OC)B(O)O ([2-fluoro-5-(methoxycarbonyl)phenyl]boronic acid), C([O-])([O-])=O.[Cs+].[Cs+] (cesium carbonate). The reagents and catalysts are CC(C)([P](C(C)(C)C)([Pd][P](C(C)(C)C)(C(C)(C)C)C(C)(C)C)C(C)(C)C)C (bis(tri-t-butylphosphine)palladium(0)). Run in O (water), O1CCOCC1 (dioxane), CCOC(=O)C (EtOAc). Reaction conditions: temperature 100 celsius. Yields the product FC1(C(C1)CN1S(N(C2=C1C=CC(=C2)C=2C=C(C(=O)OC)C=CC2F)C)(=O)=O)F (Methyl 3-{1-[(2,2-difluorocyclopropyl)methyl]-3-methyl-2,2-dioxido-1,3-dihydro-2,1,3-benzothiadiazol-5-yl}-4-fluorobenzoate). As a reaction SMILES: Br[C:2]1[CH:19]=[CH:18][C:5]2[N:6]([CH2:12][CH:13]3[CH2:15][C:14]3([F:17])[F:16])[S:7](=[O:11])(=[O:10])[N:8]([CH3:9])[C:4]=2[CH:3]=1.[F:20][C:21]1[CH:26]=[CH:25][C:24]([C:27]([O:29][CH3:30])=[O:28])=[CH:23][C:22]=1B(O)O.C(=O)([O-])[O-].[Cs+].[Cs+]>O1CCOCC1.O.CCOC(C)=O.CC(C)([P](C(C)(C)C)([Pd][P](C(C)(C)C)(C(C)(C)C)C(C)(C)C)C(C)(C)C)C>[F:16][C:14]1([F:17])[CH2:15][CH:13]1[CH2:12][N:6]1[C:5]2[CH:18]=[CH:19][C:2]([C:22]3[CH:23]=[C:24]([CH:25]=[CH:26][C:21]=3[F:20])[C:27]([O:29][CH3:30])=[O:28])=[CH:3][C:4]=2[N:8]([CH3:9])[S:7]1(=[O:11])=[O:10] |f:2.3.4,^1:55,61|. Procedure: 5-bromo-1-[(2,2-difluorocyclopropyl)methyl]-3-methyl-1,3-dihydro-2,1,3-benzothiadiazole 2,2-dioxide (4-1) (100 mg, 0.28 mmol, 1 eq), [2-fluoro-5-(methoxycarbonyl)phenyl]boronic acid (84 mg, 0.43 mmol, 1.5 eq), cesium carbonate (185 mg, 0.57 mmol, 2.0 eq) and bis(tri-t-butylphosphine)palladium(0) (29 mg, 0.06 mmol, 0.2 eq) were combined in dioxane (1.5 mL) and water (0.3 mL). The resulting mixture was heated in the microwave at 100° C. for 10 minutes. The reaction mixture was diluted with EtOAc (... Starting materials: O=C([O-])[O-], CN(C)C=O, COC(=O)C(C)Oc1cc(C)ccc1CCl, Cc1nn(-c2ccc(O)cc2F)c(=O)n1C(F)F, [K+], [K+]. As a reaction SMILES: [C:19](=[O:20])([O-:21])[O-:22].[CH3:41][N:42]([CH3:43])[CH:44]=[O:45].[Cl:25][CH2:26][c:27]1[c:28]([O:29][CH:30]([C:31](=[O:32])[O:33][CH3:34])[CH3:35])[cH:36][c:37]([CH3:40])[cH:38][cH:39]1.[F:1][c:2]1[c:3](-[n:9]2[n:10][c:11]([CH3:18])[n:12]([CH:15]([F:16])[F:17])[c:13]2=[O:14])[cH:4][cH:5][c:6]([OH:8])[cH:7]1.[K+:23].[K+:24]>>[F:1][c:2]1[c:3](-[n:9]2[n:10][c:11]([CH3:18])[n:12]([CH:15]([F:16])[F:17])[c:13]2=[O:14])[cH:4][cH:5][c:6]([O:8][CH2:26][c:27]2[c:28]([O:29][CH:30]([C:31](=[O:32])[O:33][CH3:34])[CH3:35])[cH:36][c:37]([CH3:40])[cH:38][cH:39]2)[cH:7]1. Yields the product COC(=O)C(C)Oc1cc(C)ccc1COc1ccc(-n2nc(C)n(C(F)F)c2=O)c(F)c1. Reactants: CS(=O)(=O)N1CCc2c(c(-c3ccc(Br)cc3)nn2CC2CO2)C1, CCO, O=c1[nH]c2ccc(Cl)cc2n1C1CCNCC1. Yields the product CS(=O)(=O)N1CCc2c(c(-c3ccc(Br)cc3)nn2CC(O)CN2CCC(n3c(=O)[nH]c4ccc(Cl)cc43)CC2)C1. RXN SMILES: [Br:1][c:2]1[cH:3][cH:4][c:5](-[c:8]2[n:9][n:10]([CH2:21][CH:22]3[O:23][CH2:24]3)[c:11]3[c:12]2[CH2:13][N:14]([S:17](=[O:18])(=[O:19])[CH3:20])[CH2:15][CH2:16]3)[cH:6][cH:7]1.[CH3:42][CH2:43][OH:44].[Cl:25][c:26]1[cH:27][cH:28][c:29]2[c:30]([n:31]([CH:35]3[CH2:36][CH2:37][NH:38][CH2:39][CH2:40]3)[c:32](=[O:34])[nH:33]2)[cH:41]1>>[Br:1][c:2]1[cH:3][cH:4][c:5](-[c:8]2[n:9][n:10]([CH2:21][CH:22]([OH:23])[CH2:24][N:38]3[CH2:37][CH2:36][CH:35]([n:31]4[c:30]5[c:29]([cH:28][cH:27][c:26]([Cl:25])[cH:41]5)[nH:33][c:32]4=[O:34])[CH2:40][CH2:39]3)[c:11]3[c:12]2[CH2:13][N:14]([S:17](=[O:18])(=[O:19])[CH3:20])[CH2:15][CH2:16]3)[cH:6][cH:7]1. Starting materials: C(C1=CC=CC=C1)OC(C(=O)N)C (2-benzyloxy-propionamide), ClS(=O)(=O)N=C=O (chlorosulfonyl isocyanate). Solvent: C(C)#N (acetonitrile), C(C)#N (acetonitrile). Run at time 1 hour. Product: C(C1=CC=CC=C1)OC(C(=O)NC(=O)N)C ((2-benzyloxy-propionyl)-urea). The yield is 61.9%. As a reaction SMILES: [CH2:1]([O:8][CH:9]([CH3:13])[C:10]([NH2:12])=[O:11])[C:2]1[CH:7]=[CH:6][CH:5]=[CH:4][CH:3]=1.ClS([N:18]=[C:19]=[O:20])(=O)=O>C(#N)C>[CH2:1]([O:8][CH:9]([CH3:13])[C:10]([NH:12][C:19]([NH2:18])=[O:20])=[O:11])[C:2]1[CH:7]=[CH:6][CH:5]=[CH:4][CH:3]=1. Procedure details: To a suspension of 2-benzyloxy-propionamide (Helv. Chim. Acta, 1971, 845-851) (26.6 mmol, 4.77 g) in acetonitrile (100 mL) at room temperature was added dropwise chlorosulfonyl isocyanate (26.6 mmol, 4.1 mL) in acetonitrile (20 mL). After 1 h the reaction was concentrated, then carefully quenched with water (20 mL) and allowed to stir at room temperature for 1 h. The precipitated solid was filtered, collected and air-dried to obtain (2-benzyloxy-propionyl)-urea (62%, 3.66 g); NMR 1.2 (d, 3H), 4.... The reactants are CS(=O)(=O)OCC=1N(C(C2=CC(=C(C=C2C1C1=CC=CC=C1)C)C)=O)C (1,2-dihydro-3-methanesulfonyloxymethyl-2,6,7-trimethyl-1-oxo-4-phenylisoquinoline), N.CO (ammonia methanol). Solvent: C1CCOC1 (THF). Conditions: temperature 140 celsius. Yields the product NCC=1N(C(C2=CC(=C(C=C2C1C1=CC=CC=C1)C)C)=O)C (3-Aminomethyl-1,2-dihydro-2,6,7-trimethyl-1-oxo-4-phenylisoquinoline). Reaction SMILES: CS(O[CH2:6][C:7]1[N:8]([CH3:26])[C:9](=[O:25])[C:10]2[C:15]([C:16]=1[C:17]1[CH:22]=[CH:21][CH:20]=[CH:19][CH:18]=1)=[CH:14][C:13]([CH3:23])=[C:12]([CH3:24])[CH:11]=2)(=O)=O.[NH3:27].CO>C1COCC1>[NH2:27][CH2:6][C:7]1[N:8]([CH3:26])[C:9](=[O:25])[C:10]2[C:15]([C:16]=1[C:17]1[CH:22]=[CH:21][CH:20]=[CH:19][CH:18]=1)=[CH:14][C:13]([CH3:23])=[C:12]([CH3:24])[CH:11]=2 |f:1.2|. Procedure: A mixture of the compound (0.68 g) obtained in Step 1, THF (20 ml) and 15% ammonia/methanol (20 ml) was heated for 20 hours at 140° C. in a sealed tube. The solvent was distilled off. To the residue was added ethyl acetate, and the mixture was washed with an aqueous solution of potassium carbonate and water, successively, then dried (MgSO4). The solvent was distilled off to leave the title compound as colorless crystals (0.37 g), Reactants: CC(C)(C)OC(=O)NC1CCC(O)CC1, C1CCOC1, CCOC(=O)N=NC(=O)OCC, COC(=O)c1ccc(O)cc1OC, c1ccc(P(c2ccccc2)c2ccccc2)cc1. The product is COC(=O)c1ccc(OC(=O)C2CCC(NC(=O)OC(C)(C)C)CC2)cc1OC. As a reaction SMILES: [C:33](=[O:34])([O:35][C:36]([CH3:37])([CH3:38])[CH3:39])[NH:40][CH:41]1[CH2:42][CH2:43][CH:44]([OH:47])[CH2:45][CH2:46]1.[CH2:60]1[O:61][CH2:62][CH2:63][CH2:64]1.[O:48]=[C:49]([O:50][CH2:51][CH3:52])[N:53]=[N:54][C:55]([O:56][CH2:57][CH3:58])=[O:59].[OH:1][c:2]1[cH:3][c:4]([O:12][CH3:13])[c:5]([C:6](=[O:7])[O:8][CH3:9])[cH:10][cH:11]1.[c:14]1([P:15]([c:16]2[cH:17][cH:18][cH:19][cH:20][cH:21]2)[c:22]2[cH:23][cH:24][cH:25][cH:26][cH:27]2)[cH:28][cH:29][cH:30][cH:31][cH:32]1>>[O:1]([c:2]1[cH:3][c:4]([O:12][CH3:13])[c:5]([C:6](=[O:7])[O:8][CH3:9])[cH:10][cH:11]1)[C:49]([CH:44]1[CH2:43][CH2:42][CH:41]([NH:40][C:33](=[O:34])[O:35][C:36]([CH3:37])([CH3:38])[CH3:39])[CH2:46][CH2:45]1)=[O:48]. Reactants: Cc1cc(CCN2C(=O)c3ccccc3C2=O)ccn1, CCO. Yields the product Cc1cc(CCN)ccn1. RXN SMILES: [CH3:1][c:2]1[n:3][cH:4][cH:5][c:6]([CH2:8][CH2:9][N:10]2[C:11](=[O:12])[c:13]3[c:14]([cH:15][cH:16][cH:17][cH:18]3)[C:19]2=[O:20])[cH:7]1.[CH3:21][CH2:22][OH:23]>>[CH3:1][c:2]1[n:3][cH:4][cH:5][c:6]([CH2:8][CH2:9][NH2:10])[cH:7]1. Starting materials: CCCCP(CCCC)CCCC, C1CCOC1, COC(=O)c1ccc(-c2nc(COc3ccc(CO)cc3OC)c(C)o2)cc1, O=Cc1cn(-c2ccccc2)nc1O. The product is COC(=O)c1ccc(-c2nc(COc3ccc(COc4nn(-c5ccccc5)cc4C=O)cc3OC)c(C)o2)cc1. Reaction SMILES: [CH2:43]([P:44]([CH2:45][CH2:46][CH2:47][CH3:48])[CH2:49][CH2:50][CH2:51][CH3:52])[CH2:53][CH2:54][CH3:55].[O:56]1[CH2:57][CH2:58][CH2:59][CH2:60]1.[OH:1][CH2:2][c:3]1[cH:4][c:5]([O:27][CH3:28])[c:6]([O:7][CH2:8][c:9]2[n:10][c:11](-[c:15]3[cH:16][cH:17][c:18]([C:19](=[O:20])[O:21][CH3:22])[cH:23][cH:24]3)[o:12][c:13]2[CH3:14])[cH:25][cH:26]1.[OH:29][c:30]1[n:31][n:32](-[c:37]2[cH:38][cH:39][cH:40][cH:41][cH:42]2)[cH:33][c:34]1[CH:35]=[O:36]>>[O:1]([CH2:2][c:3]1[cH:4][c:5]([O:27][CH3:28])[c:6]([O:7][CH2:8][c:9]2[n:10][c:11](-[c:15]3[cH:16][cH:17][c:18]([C:19](=[O:20])[O:21][CH3:22])[cH:23][cH:24]3)[o:12][c:13]2[CH3:14])[cH:25][cH:26]1)[c:30]1[n:31][n:32](-[c:37]2[cH:38][cH:39][cH:40][cH:41][cH:42]2)[cH:33][c:34]1[CH:35]=[O:36]. Starting materials: Cc1ccc([N+](=O)[O-])cc1Br, O=C([O-])[O-], COC(=O)CCN, Cc1ccccc1, [Cs+], [Cs+], c1ccc(P(c2ccccc2)c2ccc3ccccc3c2-c2c(P(c3ccccc3)c3ccccc3)ccc3ccccc23)cc1. Yields the product COC(=O)CCNc1cc([N+](=O)[O-])ccc1C. RXN SMILES: [Br:54][c:55]1[c:56]([CH3:64])[cH:57][cH:58][c:59]([N+:61](=[O:62])[O-:63])[cH:60]1.[C:65](=[O:66])([O-:67])[O-:68].[CH3:47][O:48][C:49]([CH2:50][CH2:51][NH2:52])=[O:53].[CH3:71][c:72]1[cH:73][cH:74][cH:75][cH:76][cH:77]1.[Cs+:69].[Cs+:70].[c:1]1([P:2]([c:3]2[cH:4][cH:5][cH:6][cH:7][cH:8]2)[c:9]2[cH:10][cH:11][c:12]3[c:13]([cH:14][cH:15][cH:16][cH:17]3)[c:18]2-[c:19]2[c:20]3[c:21]([cH:22][cH:23][cH:24][cH:25]3)[cH:26][cH:27][c:28]2[P:29]([c:30]2[cH:31][cH:32][cH:33][cH:34][cH:35]2)[c:36]2[cH:37][cH:38][cH:39][cH:40][cH:41]2)[cH:42][cH:43][cH:44][cH:45][cH:46]1>>[CH3:47][O:48][C:49]([CH2:50][CH2:51][NH:52][c:55]1[c:56]([CH3:64])[cH:57][cH:58][c:59]([N+:61](=[O:62])[O-:63])[cH:60]1)=[O:53].